Dataset: the Open Reaction Database (ORD), a public repository of structured organic reaction records. Task: describe an organic reaction: reactants, conditions, products, and yield Reactants: OC=1C=C(OCCN2C(C3=CC=CC=C3C2=O)=O)C=CC1 (2-[2-(3-hydroxy-phenoxy)-ethyl]-isoindole-1,3-dione), [Si](C)(C)(C(C)(C)C)OCCCCO (4-(tert-butyldimethylsilanyloxy)butan-1-ol). Yields the product [Si](C)(C)(C(C)(C)C)OCCCCOC=1C=C(OCCN2C(C3=CC=CC=C3C2=O)=O)C=CC1 (2-(2-(3-(4-(tert-butyldimethylsilyloxy)butoxy)phenoxy)ethyl)isoindoline-1,3-dione). Reaction SMILES: [OH:1][C:2]1[CH:3]=[C:4]([CH:19]=[CH:20][CH:21]=1)[O:5][CH2:6][CH2:7][N:8]1[C:16](=[O:17])[C:15]2[C:10](=[CH:11][CH:12]=[CH:13][CH:14]=2)[C:9]1=[O:18].[Si:22]([O:29][CH2:30][CH2:31][CH2:32][CH2:33]O)([C:25]([CH3:28])([CH3:27])[CH3:26])([CH3:24])[CH3:23]>>[Si:22]([O:29][CH2:30][CH2:31][CH2:32][CH2:33][O:1][C:2]1[CH:3]=[C:4]([CH:19]=[CH:20][CH:21]=1)[O:5][CH2:6][CH2:7][N:8]1[C:9](=[O:18])[C:10]2[C:15](=[CH:14][CH:13]=[CH:12][CH:11]=2)[C:16]1=[O:17])([C:25]([CH3:26])([CH3:27])[CH3:28])([CH3:23])[CH3:24]. Procedure: Mitsunobu reaction of phenol 24 with 4-(tert-butyldimethylsilanyloxy)butan-1-ol gave 2-(2-(3-(4-(tert-butyldimethylsilyloxy)butoxy)phenoxy)ethyl)isoindoline-1,3-dione as yellow oil. Yield (1.3 g, 78%): 1H NMR (400 MHz, CDCl3) δ 7.84-7.87 (m, 2H), 7.70-7.74 (m, 2H), 7.10-7.14 (m, 1H), 6.42-6.49 (m, 3H), 4.20 (t, J=5.6 Hz, 2H), 4.10 (t, J=5.6 Hz, 2H), 3.92 (t, J=6.6 Hz, 2H), 3.66 (t, J=5.6 Hz, 2H), 1.78-1.86 (m, 2H), 1.61-1.69 (m, 2H), 0.89 (s, 9H), 0.06 (s, 6H). Reactants: Cc1c2n(c3ccccc13)C(=O)NCC2, CN(C)C=O, Cc1c(CCl)ncn1C(c1ccccc1)(c1ccccc1)c1ccccc1, [H-], [Na+], O. The product is Cc1c2n(c3ccccc13)C(=O)N(Cc1ncn(C(c3ccccc3)(c3ccccc3)c3ccccc3)c1C)CC2. As a reaction SMILES: [CH3:1][c:2]1[c:3]2[n:4]([c:5]3[cH:6][cH:7][cH:8][cH:9][c:10]13)[C:11](=[O:15])[NH:12][CH2:13][CH2:14]2.[CH3:45][N:46]([CH3:47])[CH:48]=[O:49].[Cl:18][CH2:19][c:20]1[n:21][cH:22][n:23]([C:26]([c:27]2[cH:28][cH:29][cH:30][cH:31][cH:32]2)([c:33]2[cH:34][cH:35][cH:36][cH:37][cH:38]2)[c:39]2[cH:40][cH:41][cH:42][cH:43][cH:44]2)[c:24]1[CH3:25].[H-:16].[Na+:17].[OH2:50]>>[CH3:1][c:2]1[c:3]2[n:4]([c:5]3[cH:6][cH:7][cH:8][cH:9][c:10]13)[C:11](=[O:15])[N:12]([CH2:19][c:20]1[n:21][cH:22][n:23]([C:26]([c:27]3[cH:28][cH:29][cH:30][cH:31][cH:32]3)([c:33]3[cH:34][cH:35][cH:36][cH:37][cH:38]3)[c:39]3[cH:40][cH:41][cH:42][cH:43][cH:44]3)[c:24]1[CH3:25])[CH2:13][CH2:14]2. The reagents and catalysts are [H-].[Na+] (sodium hydride). Reaction SMILES: [CH2:1]([NH:17][C:18]1[CH:26]=[CH:25][C:21]([C:22]([OH:24])=[O:23])=[CH:20][CH:19]=1)[CH2:2][CH2:3][CH2:4][CH2:5][CH2:6][CH2:7][CH2:8][CH2:9][CH2:10][CH2:11][CH2:12][CH2:13][CH2:14][CH2:15][CH3:16].C(N1C=CN=C1)(N1C=CN=C1)=O.O[C:40]1[CH:41]=[N:42][CH:43]=[CH:44][CH:45]=1>[H-].[Na+].O1CCCC1>[CH2:1]([NH:17][C:18]1[CH:19]=[CH:20][C:21]([C:22]([O:24][C:40]2[CH:41]=[N:42][CH:43]=[CH:44][CH:45]=2)=[O:23])=[CH:25][CH:26]=1)[CH2:2][CH2:3][CH2:4][CH2:5][CH2:6][CH2:7][CH2:8][CH2:9][CH2:10][CH2:11][CH2:12][CH2:13][CH2:14][CH2:15][CH3:16] |f:3.4|. Starting materials: C(CCCCCCCCCCCCCCC)NC1=CC=C(C(=O)O)C=C1 (4-(hexadecylamino)-benzoic acid), C(=O)(N1C=NC=C1)N1C=NC=C1 (1,1'-carbonyldiimidazole), OC=1C=NC=CC1 (3-hydroxypyridine). Procedure details: A 6 g. (16.6 m moles) sample of 4-(hexadecylamino)-benzoic acid and 2.7 g. (16.6 m moles) 1,1'-carbonyldiimidazole in 50 ml. dry tetrahydrofuran is stirred for 2 hours. Then, 1.58 g. (16.6 m moles) 3-hydroxypyridine and a trace of sodium hydride catalyst is added and the reaction is refluxed for 3 hours. The solution is cooled, filtered, and evaporated. The product is crystallized from isopropanol. Run in O1CCCC1 (tetrahydrofuran). Product: C(CCCCCCCCCCCCCCC)NC1=CC=C(C(=O)OC=2C=NC=CC2)C=C1 (3-pyridyl 4-(hexadecylamino)benzoate). The reactants are CI (methyl iodide), C1(CC1)N(C(OC(C)(C)C)=O)C(C)C1=CC2=CC=CC=C2C(=C1)O (tert-butyl cyclopropyl[1-(4-hydroxy2-naphthyl)ethyl]carbamate), C([O-])([O-])=O.[K+].[K+] (potassium carbonate), CN(C=O)C (N,N-dimethylformamide). Solvent: O (water). Yields the product C1(CC1)N(C(OC(C)(C)C)=O)C(C)C1=CC2=CC=CC=C2C(=C1)OC (tert-butyl cyclopropyl[1-(4-methoxy-2-naphthyl)ethyl]carbamate). Yield: 73.6%. RXN SMILES: [CH:1]1([N:4]([CH:12]([C:14]2[CH:23]=[C:22]([OH:24])[C:21]3[C:16](=[CH:17][CH:18]=[CH:19][CH:20]=3)[CH:15]=2)[CH3:13])[C:5](=[O:11])[O:6][C:7]([CH3:10])([CH3:9])[CH3:8])[CH2:3][CH2:2]1.[C:25](=O)([O-])[O-].[K+].[K+].CN(C)C=O.CI>O>[CH:1]1([N:4]([CH:12]([C:14]2[CH:23]=[C:22]([O:24][CH3:25])[C:21]3[C:16](=[CH:17][CH:18]=[CH:19][CH:20]=3)[CH:15]=2)[CH3:13])[C:5](=[O:11])[O:6][C:7]([CH3:9])([CH3:10])[CH3:8])[CH2:2][CH2:3]1 |f:1.2.3|. Reported procedure: To a mixture of tert-butyl cyclopropyl[1-(4-hydroxy2-naphthyl)ethyl]carbamate (43 mg) and potassium carbonate (27 mg) was added N,N-dimethylformamide (2.0 mL), and then thereto added methyl iodide (0.016 mL), and the mixture was stirred at room temperature for 4 hours. After cooling, to the reaction solution was added water, and the mixture was extracted with ethyl acetate. The organic layer was sequentially washed with water twice and saturated saline, dried over sodium sulfate, and then concen... The reactants are BrC=1C=C2C(=NC1)C=NN2C(=O)OC(C)(C)C (tert-butyl 6-bromo-1H-pyrazolo[4,3-b]pyridine-1-carboxylate), ClC1=NC=CC=C1B1OC(C)(C)C(C)(C)O1 (2-chloro-3-pyridine boronic acid pinacol ester), C(=O)([O-])[O-].[Na+].[Na+] (Na2CO3), ClC1=NC=CC=C1C=1C=C2C(=NC1)NN=C2 (5-(2-chloropyridin-3-yl)-1H-pyrazolo[3,4-b]pyridine). Reagents/catalysts: C=1C=CC(=CC1)[P](C=2C=CC=CC2)(C=3C=CC=CC3)[Pd]([P](C=4C=CC=CC4)(C=5C=CC=CC5)C=6C=CC=CC6)([P](C=7C=CC=CC7)(C=8C=CC=CC8)C=9C=CC=CC9)[P](C=1C=CC=CC1)(C=1C=CC=CC1)C=1C=CC=CC1 (Pd(PPh3)4). Run in O1CCOCC1 (1,4-dioxane). Yields the product ClC1=NC=CC=C1C=1C=C2C(=NC1)NN=C2 (5-(2-chloropyridin-3-yl)-1H-pyrazolo[3,4-b]pyridine), ClC1=NC=CC=C1C=1C=C2C(=NC1)C=NN2 (6-(2-chloropyridin-3-yl)-1H-pyrazolo[4,3-b]pyridine). As a reaction SMILES: [Cl:1][C:2]1[C:7]([C:8]2[CH:9]=[C:10]3[CH:16]=[N:15][NH:14][C:11]3=[N:12][CH:13]=2)=[CH:6][CH:5]=[CH:4][N:3]=1.Br[C:18]1[CH:19]=[C:20]2[N:26](C(OC(C)(C)C)=O)[N:25]=[CH:24][C:21]2=[N:22][CH:23]=1.[Cl:34][C:35]1[C:40](B2OC(C)(C)C(C)(C)O2)=[CH:39][CH:38]=[CH:37][N:36]=1.C([O-])([O-])=O.[Na+].[Na+]>O1CCOCC1.C1C=CC([P]([Pd]([P](C2C=CC=CC=2)(C2C=CC=CC=2)C2C=CC=CC=2)([P](C2C=CC=CC=2)(C2C=CC=CC=2)C2C=CC=CC=2)[P](C2C=CC=CC=2)(C2C=CC=CC=2)C2C=CC=CC=2)(C2C=CC=CC=2)C2C=CC=CC=2)=CC=1>[Cl:1][C:2]1[C:7]([C:8]2[CH:9]=[C:10]3[CH:16]=[N:15][NH:14][C:11]3=[N:12][CH:13]=2)=[CH:6][CH:5]=[CH:4][N:3]=1.[Cl:34][C:35]1[C:40]([C:18]2[CH:19]=[C:20]3[NH:26][N:25]=[CH:24][C:21]3=[N:22][CH:23]=2)=[CH:39][CH:38]=[CH:37][N:36]=1 |f:3.4.5,^1:65,67,86,105|. Procedure details: 6-(2-Chloropyridin-3-yl)-1H-pyrazolo[4,3-b]pyridine was synthesized in the similar manner to the preparation of 5-(2-chloropyridin-3-yl)-1H-pyrazolo[3,4-b]pyridine by heating the mixture of tert-butyl 6-bromo-1H-pyrazolo[4,3-b]pyridine-1-carboxylate (2.5 g, 8.4 mmol), 2-chloro-3-pyridine boronic acid pinacol ester (2.2 g, 9.2 mmol), Pd(PPh3)4 (610 mg, 0.52 mmol) and 2M aq.Na2CO3 (12 mL, 24 mmol) in 1,4-dioxane (40 mL). Upon work-up of the reaction mixture similar to 5-(2-chloropyridin-3-yl)-1H-p... The reactants are C(C1=CC=CC=C1)(C1=CC=CC=C1)OC=1C(C=C(OC1)CO)=O (5-benzhydryloxy-2-hydroxymethyl-4-pyrone), Cl.NO (hydroxylamine hydrochloride), O.O.O.C(C)(=O)[O-].[Na+] (sodium acetate trihydrate). The solvent is C(C)O (ethanol), O (water). Product: ON1C(=CC(C(=C1)OC(C1=CC=CC=C1)C1=CC=CC=C1)=O)CO (1-Hydroxy-2-hydroxymethyl-5-benzhydryloxy-4-pyridone). Yield: 44.0%. As a reaction SMILES: [CH:1]([O:14][C:15]1[C:16](=[O:23])[CH:17]=[C:18]([CH2:21][OH:22])O[CH:20]=1)([C:8]1[CH:13]=[CH:12][CH:11]=[CH:10][CH:9]=1)[C:2]1[CH:7]=[CH:6][CH:5]=[CH:4][CH:3]=1.Cl.[NH2:25][OH:26].O.O.O.C([O-])(=O)C.[Na+]>C(O)C.O>[OH:26][N:25]1[CH:20]=[C:15]([O:14][CH:1]([C:8]2[CH:13]=[CH:12][CH:11]=[CH:10][CH:9]=2)[C:2]2[CH:7]=[CH:6][CH:5]=[CH:4][CH:3]=2)[C:16](=[O:23])[CH:17]=[C:18]1[CH2:21][OH:22] |f:1.2,3.4.5.6.7|. Reported procedure: 17.5 g (0.0568 mol) of the product of Step (1) was added and dissolved in a mixture of ethanol (60 ml) and water (60 ml). Then, 39.5 g (0.568 mol) of hydroxylamine hydrochloride and 77.2 g (0.568 mol) of sodium acetate trihydrate were added thereto, and the mixture was reacted at 60° C. for 18 hours under stirring. Formed precipitates were collected by filtration, washed sequentially with water, ethanol and ethyl ether, and then dried to obtain 8.1 g (yield: 44.0%) of the above identified compou...